This data is from the Open Reaction Database (ORD), a public repository of structured organic reaction records. The task is: describe an organic reaction: reactants, conditions, products, and yield The reactants are C(C)(C)(C)N1C(C2=C(C=C3N2CCC=2C=C(C(=CC32)Br)OC)CCC1)=O (9-tert-butyl-2-bromo-3-methoxy-5,6,9,10,11,12-hexahydro-8H-azepino[4′,3′:4,5]pyrrolo[2,1-a]isoquinolin-8-one), BrN1C(CCC1=O)=O (N-bromosuccinimide). Solvent: O (water), CN(C)C=O (DMF). Conditions: time 15 minute. Yields the product C(C)(C)(C)N1C(C2=C(C(=C3N2CCC=2C=C(C(=CC32)Br)OC)Br)CCC1)=O (9-tert-butyl-2,13-dibromo-3-methoxy-5,6,9,10,11,12-hexahydro-8H-azepino[4′,3′:4,5]pyrrolo[2,1-a]isoquinolin-8-one). Yield: 94.0%. As a reaction SMILES: [C:1]([N:5]1[CH2:25][CH2:24][CH2:23][C:8]2[CH:9]=[C:10]3[C:19]4[CH:18]=[C:17]([Br:20])[C:16]([O:21][CH3:22])=[CH:15][C:14]=4[CH2:13][CH2:12][N:11]3[C:7]=2[C:6]1=[O:26])([CH3:4])([CH3:3])[CH3:2].[Br:27]N1C(=O)CCC1=O>CN(C=O)C.O>[C:1]([N:5]1[CH2:25][CH2:24][CH2:23][C:8]2[C:9]([Br:27])=[C:10]3[C:19]4[CH:18]=[C:17]([Br:20])[C:16]([O:21][CH3:22])=[CH:15][C:14]=4[CH2:13][CH2:12][N:11]3[C:7]=2[C:6]1=[O:26])([CH3:4])([CH3:2])[CH3:3]. Reported procedure: To a solution of 340 mg of 13b in 3 ml of DMF was added in small portions 160 mg of N-bromosuccinimide. After stirring for an additional 15 minutes the reaction mixture was diluted with 3 ml of water and stirred for an additional 15 minutes. The precipitate was filtered and dried, to give 380 mg of 13c, as white crystalline material. Mp: 218-220° C. MS-ESI: [M+1] 495.06, 497.06, 499.08. NMR (CDCl3) δ 1.53 (s, 9, tertC4H9), 1.95 (m, 2, CH2), 2.71 (t, 2, CH2), 2.97 (t, 2, CH2), 3.38 (t, 2, CH2), 4... Procedure: To a solution of (S)-{1-[4,4-bis-(4-fluoro-phenyl)-butylcarbamoyl]-3-methyl-butyl}-carbamic acid tert-butyl ester (1.4 g, 3.8 mmol, Example 6) in CH2Cl2 (15 mL) was added trifluoroacetic acid (5 mL) at ambient temperature under nitrogen atmosphere. The resulting reaction mixture was stirred for 25 minutes, then concentrated in vacuo. The viscous oil obtained was dissolved in 60 mL of CH2Cl2 and successively washed with saturated aqueous NaHCO3 solution (2×60 mL), brine (2×60 mL), and was dried o... Starting materials: C(C)(C)(C)OC(N[C@@H](CC(C)C)C(NCCCC(C1=CC=C(C=C1)F)C1=CC=C(C=C1)F)=O)=O ((S)-{1-[4,4-Bis-(4-fluoro-phenyl)-butylcarbamoyl]-3-methyl-butyl}-carbamic acid tert-butyl ester), FC(C(=O)O)(F)F (trifluoroacetic acid), crude product, C(=O)(O)[O-].[Na+] (NaHCO3), amine, Cl (HCl), Cl (HCl). As a reaction SMILES: C(OC(=O)[NH:7][C@H:8]([C:13](=[O:33])[NH:14][CH2:15][CH2:16][CH2:17][CH:18]([C:26]1[CH:31]=[CH:30][C:29]([F:32])=[CH:28][CH:27]=1)[C:19]1[CH:24]=[CH:23][C:22]([F:25])=[CH:21][CH:20]=1)[CH2:9][CH:10]([CH3:12])[CH3:11])(C)(C)C.FC(F)(F)C(O)=O.[ClH:42].C([O-])(O)=O.[Na+]>C(Cl)Cl.C(OCC)C>[ClH:42].[F:25][C:22]1[CH:21]=[CH:20][C:19]([CH:18]([C:26]2[CH:31]=[CH:30][C:29]([F:32])=[CH:28][CH:27]=2)[CH2:17][CH2:16][CH2:15][NH:14][C:13](=[O:33])[C@@H:8]([NH2:7])[CH2:9][CH:10]([CH3:12])[CH3:11])=[CH:24][CH:23]=1 |f:3.4,7.8|. Solvent: C(Cl)Cl (CH2Cl2), C(Cl)Cl (CH2Cl2), C(C)OCC (ethyl ether), C(C)OCC (ethyl ether). Reaction conditions: time 25 minute. Yields the product Cl.FC1=CC=C(C=C1)C(CCCNC([C@H](CC(C)C)N)=O)C1=CC=C(C=C1)F ((S)-2-Amino-4-methyl-pentanoic acid [4,4-bis-(4-fluoro-phenyl)-butyl]-amide monohydrochloride), foam. Reactants: [Si](C)(C)(C(C)(C)C)OCC=1C=C(C=C(C1)CO[Si](C)(C)C(C)(C)C)C=1C=CC=CC1 (3-(3,5-bis-tert-butyldimethylsilyloxymethylphenyl)-benzene), C(C1=CC=C(OC)C=C1)(C1=CC=C(OC)C=C1)(C1=CC=CC=C1)Cl (DMTrCl), C(Cl)(Cl)Cl (chloroform). Run in CO (methanol). Reaction conditions: time 96 hour. Product: OCC=1C=C(C=C(C1)COC(C1=CC=C(C=C1)OC)(C1=CC=C(C=C1)OC)C1=CC=CC=C1)C1=CC=CC=C1 (1-(3-hydroxymethyl-5-(4,4′-dimethoxytrityloxy)methylphenyl)-benzene). The yield is 79.0%. Reaction SMILES: [Si]([O:8][CH2:9][C:10]1[CH:11]=[C:12]([C:25]2[CH:26]=[CH:27][CH:28]=[CH:29][CH:30]=2)[CH:13]=[C:14]([CH2:16][O:17][Si](C(C)(C)C)(C)C)[CH:15]=1)(C(C)(C)C)(C)C.[C:31](Cl)([C:48]1[CH:53]=[CH:52][CH:51]=[CH:50][CH:49]=1)([C:40]1[CH:47]=[CH:46][C:43]([O:44][CH3:45])=[CH:42][CH:41]=1)[C:32]1[CH:39]=[CH:38][C:35]([O:36][CH3:37])=[CH:34][CH:33]=1.C(Cl)(Cl)Cl>CO>[OH:8][CH2:9][C:10]1[CH:11]=[C:12]([C:25]2[CH:26]=[CH:27][CH:28]=[CH:29][CH:30]=2)[CH:13]=[C:14]([CH2:16][O:17][C:31]([C:48]2[CH:53]=[CH:52][CH:51]=[CH:50][CH:49]=2)([C:40]2[CH:47]=[CH:46][C:43]([O:44][CH3:45])=[CH:42][CH:41]=2)[C:32]2[CH:39]=[CH:38][C:35]([O:36][CH3:37])=[CH:34][CH:33]=2)[CH:15]=1. Procedure details: 10.7 ml of pyrizine was added to dissolve 0.4596 g of Compound (2) in an Ar atmosphere, and 0.9547 g (2.80 mmol, 1.3 eq) of DMTrCl was added. This was agitated for 96 hours in an Ar atmosphere. After extraction with chloroform the organic layer was washed with H2O, sat. NaHCO3 aq and sat. NaCl aq, and dried by addition of anhydrous NaSO4. The solvent was distilled off under reduced pressure, and 0.4231 g (0.82 mmol, 38%) of Compound (3) was isolated by silica gel chromatography (chloroform:metha... The reactants are Cc1ccc(OS(=O)(=O)C(F)(F)F)c([N+](=O)[O-])c1, [K+], [K+], O=C([O-])[O-], CN(C)C=O, O, Sc1ccccn1. Product: Cc1ccc(Sc2ccccn2)c([N+](=O)[O-])c1. Reaction SMILES: [CH3:1][c:2]1[cH:3][c:4]([N+:16](=[O:17])[O-:18])[c:5]([O:8][S:9]([C:10]([F:11])([F:12])[F:13])(=[O:14])=[O:15])[cH:6][cH:7]1.[K+:26].[K+:27].[O-:28][C:29]([O-:30])=[O:31].[O:32]=[CH:33][N:34]([CH3:35])[CH3:36].[OH2:37].[SH:19][c:20]1[cH:21][cH:22][cH:23][cH:24][n:25]1>>[CH3:1][c:2]1[cH:3][c:4]([N+:16](=[O:17])[O-:18])[c:5]([S:19][c:20]2[cH:21][cH:22][cH:23][cH:24][n:25]2)[cH:6][cH:7]1. Starting materials: C([O-])([O-])=O.[K+].[K+] (Potassium carbonate), OC=1C=CC(=C(C(=O)OCC)C1)N1N=NN=C1C (ethyl 5-hydroxy-2-(5-methyltetrazol-1-yl)benzoate), C(C1=CC=CC=C1)Br (benzyl bromide). The solvent is CN(C)C=O (DMF). Reaction conditions: time 30 minute. Product: C(C1=CC=CC=C1)OC=1C=CC(=C(C(=O)OCC)C1)N1N=NN=C1C (ethyl 5-benzyloxy-2-(5-methyltetrazol-1-yl)benzoate). The yield is 85.6%. Reaction SMILES: C(=O)([O-])[O-].[K+].[K+].[OH:7][C:8]1[CH:9]=[CH:10][C:11]([N:19]2[C:23]([CH3:24])=[N:22][N:21]=[N:20]2)=[C:12]([CH:18]=1)[C:13]([O:15][CH2:16][CH3:17])=[O:14].[CH2:25](Br)[C:26]1[CH:31]=[CH:30][CH:29]=[CH:28][CH:27]=1>CN(C=O)C>[CH2:25]([O:7][C:8]1[CH:9]=[CH:10][C:11]([N:19]2[C:23]([CH3:24])=[N:22][N:21]=[N:20]2)=[C:12]([CH:18]=1)[C:13]([O:15][CH2:16][CH3:17])=[O:14])[C:26]1[CH:31]=[CH:30][CH:29]=[CH:28][CH:27]=1 |f:0.1.2|. Procedure: Potassium carbonate (110 g, 0.793 mol) was added to a solution of ethyl 5-hydroxy-2-(5-methyltetrazol-1-yl)benzoate (98.5 g, 0.397 mol) in 500 mL of DMF. After vigorous stirring for 30 minutes, benzyl bromide (75 g, 0.438) was added and the reaction was stirred overnight. The solution was filtered and then concentrated under reduced pressure (at 50° C.). The resulting solid was slurried in 400 mL of dichloromethane and filtered. The filtrate was concentrated under reduced pressure to give 115 g ...